Dataset: the Open Reaction Database (ORD), a public repository of structured organic reaction records. Task: describe an organic reaction: reactants, conditions, products, and yield Starting materials: CN1C(CC[C@@]2(C3=C(CC[C@@H]12)C=C(C=C3)Br)C)=O ((+)-(4aR)-(10bR)-4-methyl-8-bromo-10b-methyl-1,2,3,4,4a, 5,6,10b-octahydrobenzo[f]quinolin-3-one), C(C)(C)(C)C1=CC=C(C=C1)B(O)O (4-t-butylphenylboronic acid), C([O-])([O-])=O.[Na+].[Na+] (sodium carbonate), C1CCOC1 (THF). Reagents/catalysts: [Pd].C1(=CC=CC=C1)P(C1=CC=CC=C1)C1=CC=CC=C1.C1(=CC=CC=C1)P(C1=CC=CC=C1)C1=CC=CC=C1.C1(=CC=CC=C1)P(C1=CC=CC=C1)C1=CC=CC=C1.C1(=CC=CC=C1)P(C1=CC=CC=C1)C1=CC=CC=C1 (tetrakis (triphenylphosphine) palladium (0)). The solvent is C(Cl)(Cl)Cl (chloroform). Product: CN1C(CC[C@@]2(C3=C(CC[C@@H]12)C=C(C=C3)C3=CC=C(C=C3)C(C)(C)C)C)=O ((+)-(4aR)-(10bR)-4-methyl-8-(4-t-butylphenyl)-10b-methyl-1,2,3,4,4a,5,6,10b-octahydrobenzo[f]quinolin-3-one). Yield: 69.4%. RXN SMILES: [CH3:1][N:2]1[C@H:11]2[C@@:6]([CH3:17])([C:7]3[CH:15]=[CH:14][C:13](Br)=[CH:12][C:8]=3[CH2:9][CH2:10]2)[CH2:5][CH2:4][C:3]1=[O:18].[C:19]([C:23]1[CH:28]=[CH:27][C:26](B(O)O)=[CH:25][CH:24]=1)([CH3:22])([CH3:21])[CH3:20].C(=O)([O-])[O-].[Na+].[Na+].C1COCC1>C(Cl)(Cl)Cl.[Pd].C1(P(C2C=CC=CC=2)C2C=CC=CC=2)C=CC=CC=1.C1(P(C2C=CC=CC=2)C2C=CC=CC=2)C=CC=CC=1.C1(P(C2C=CC=CC=2)C2C=CC=CC=2)C=CC=CC=1.C1(P(C2C=CC=CC=2)C2C=CC=CC=2)C=CC=CC=1>[CH3:1][N:2]1[C@H:11]2[C@@:6]([CH3:17])([C:7]3[CH:15]=[CH:14][C:13]([C:26]4[CH:27]=[CH:28][C:23]([C:19]([CH3:22])([CH3:21])[CH3:20])=[CH:24][CH:25]=4)=[CH:12][C:8]=3[CH2:9][CH2:10]2)[CH2:5][CH2:4][C:3]1=[O:18] |f:2.3.4,7.8.9.10.11|. Reported procedure: A 15 mL round bottom flask was charged with (+)-(4aR)-(10bR)-4-methyl-8-bromo-10b-methyl-1,2,3,4,4a, 5,6,10b-octahydrobenzo[f]quinolin-3-one (200 mg, 0.65 mmol), tetrakis (triphenylphosphine) palladium (0) (23 mg, 0.02 mmol), 4-t-butylphenylboronic acid (139 mg, 0 .78 mmol), 0.65 mL of 2M sodium carbonate solution and 2 mL of THF, fitted with a reflux condenser, and the stirred mixture was heated at 80°, under nitrogen, for 16 h. The mixture was cooled, diluted with chloroform (50 mL) and washed... The reactants are CCOC(=O)C(O)C(Cc1ccccc1)NC(=O)C1CCC(=O)N1Cc1ccccc1, CCO, [Na+], [OH-], O. Yields the product O=C(O)C(O)C(Cc1ccccc1)NC(=O)C1CCC(=O)N1Cc1ccccc1. Reaction SMILES: [CH2:1]([c:2]1[cH:3][cH:4][cH:5][cH:6][cH:7]1)[N:8]1[CH:9]([C:14](=[O:15])[NH:16][CH:17]([CH:18]([C:19](=[O:20])[O:21][CH2:22][CH3:23])[OH:24])[CH2:25][c:26]2[cH:27][cH:28][cH:29][cH:30][cH:31]2)[CH2:10][CH2:11][C:12]1=[O:13].[CH3:35][CH2:36][OH:37].[Na+:33].[OH-:32].[OH2:34]>>[CH2:1]([c:2]1[cH:3][cH:4][cH:5][cH:6][cH:7]1)[N:8]1[CH:9]([C:14](=[O:15])[NH:16][CH:17]([CH:18]([C:19](=[O:20])[OH:21])[OH:24])[CH2:25][c:26]2[cH:27][cH:28][cH:29][cH:30][cH:31]2)[CH2:10][CH2:11][C:12]1=[O:13]. Starting materials: C(CC)OC1=C(OCCCOC=2C=C3CC[C@H](C3=CC2)CC(=O)OCC)C=CC(=C1)C=1SC2=C(N1)CCCC2 (ethyl ((1S)-5-{3-[2-propoxy-4-(4,5,6,7-tetrahydro-1,3-benzothiazol-2-yl)phenoxy]propoxy}-2,3-dihydro-1H-inden-1-yl)acetate), [OH-].[Li+] (lithium hydroxide). Run in C1CCOC1.O.CO (THF Water Methanol). Reaction conditions: time 3 hour. Product: C(CC)OC1=C(OCCCOC=2C=C3CC[C@H](C3=CC2)CC(=O)O)C=CC(=C1)C=1OC2=C(N1)CCCC2 (((1S)-5-{3-[2-propoxy-4-(4,5,6,7-tetrahydro-1,3-benzoxazol-2-yl)phenoxy]propoxy}-2,3-dihydro-1H-inden-1-yl)acetic acid). Yield: 53.8%. Reaction SMILES: [CH2:1]([O:4][C:5]1[CH:30]=[C:29]([C:31]2S[C:33]3[CH2:39][CH2:38][CH2:37][CH2:36][C:34]=3[N:35]=2)[CH:28]=[CH:27][C:6]=1[O:7][CH2:8][CH2:9][CH2:10][O:11][C:12]1[CH:13]=[C:14]2[C:18](=[CH:19][CH:20]=1)[C@H:17]([CH2:21][C:22]([O:24]CC)=[O:23])[CH2:16][CH2:15]2)[CH2:2][CH3:3].[OH-:40].[Li+]>C1COCC1.O.CO>[CH2:1]([O:4][C:5]1[CH:30]=[C:29]([C:31]2[O:40][C:33]3[CH2:39][CH2:38][CH2:37][CH2:36][C:34]=3[N:35]=2)[CH:28]=[CH:27][C:6]=1[O:7][CH2:8][CH2:9][CH2:10][O:11][C:12]1[CH:13]=[C:14]2[C:18](=[CH:19][CH:20]=1)[C@H:17]([CH2:21][C:22]([OH:24])=[O:23])[CH2:16][CH2:15]2)[CH2:2][CH3:3] |f:1.2,3.4.5|. Procedure details: To a solution of ethyl ((1S)-5-{3-[2-propoxy-4-(4,5,6,7-tetrahydro-1,3-benzthiazol-2-yl)phenoxy]propoxy}-2,3-dihydro-1H-inden-1-yl)acetate (Example 166, 88.0 mg, 0.160 mmol) in THF/Water/Methanol (1:2:1) was added solid lithium hydroxide (38.4 mg, 1.60 mmol). The solution was stirred at rt for 3 h, and the solvent was then removed under reduced pressure. The residue was diluted with water and acidified using HCl (2 N aqueous solution) upon which a white precipitate formed. The solid was isolated... The reactants are ClC1=C(C(=CC(=C1)Cl)Cl)NS(=O)(=O)NCC(=O)OC (methyl 2-(N-(2,4,6-trichlorophenyl)sulfamoylamino)acetate), CC(C)OC(=O)/N=N/C(=O)OC(C)C (DIAD), CC(CO)CO (2-methylpropan-1,3-diol), C1=CC=C(C=C1)P(C2=CC=CC=C2)C3=CC=CC=C3 (PPh3). Reaction conditions: time 3 hour. Product: CC1CN(S(N(C1)C1=C(C=C(C=C1Cl)Cl)Cl)(=O)=O)CC(=O)OC (Methyl 2-(4-methyl-1,1-dioxido-6-(2,4,6-trichlorophenyl)-1,2,6-thiadiazinan-2-yl)acetate). Yield: 69.0%. As a reaction SMILES: [Cl:1][C:2]1[CH:7]=[C:6]([Cl:8])[CH:5]=[C:4]([Cl:9])[C:3]=1[NH:10][S:11]([NH:14][CH2:15][C:16]([O:18][CH3:19])=[O:17])(=[O:13])=[O:12].[CH3:20][CH:21]([CH2:24]O)[CH2:22]O.C1C=CC(P(C2C=CC=CC=2)C2C=CC=CC=2)=CC=1.CC(OC(/N=N/C(OC(C)C)=O)=O)C>>[CH3:20][CH:21]1[CH2:24][N:10]([C:3]2[C:4]([Cl:9])=[CH:5][C:6]([Cl:8])=[CH:7][C:2]=2[Cl:1])[S:11](=[O:13])(=[O:12])[N:14]([CH2:15][C:16]([O:18][CH3:19])=[O:17])[CH2:22]1. Procedure details: To methyl 2-(N-(2,4,6-trichlorophenyl)sulfamoylamino)acetate (3.0 g, 8.3 mmol), 2-methylpropan-1,3-diol (1.18 mL, 8.3 mmol) and PPh3 (5.4 g, 20.7 mmol), was dropwisely added DIAD (4 mL, 20.7 mmol) with adjustment of external temperature to 0° C. The reaction mixture was agitated for 3 hr at room temperature, extracted with EtOAc, dried (Na2SO4), filtered and concentrated under reduced pressure, followed by column chromatography (MeOH/DCM 1%), finally giving the title compound (2.3 g, y=65%, soli...